Dataset: the Open Reaction Database (ORD), a public repository of structured organic reaction records. Task: describe an organic reaction: reactants, conditions, products, and yield Reactants: N([C@H](CCCCNC(=O)OCC1=CC=CC=C1)C(=O)N1[C@@H](C(=O)N[C@H](C(C)C)C(=O)N)CCC1)C(=O)C (Ac-D-Lys(Z)-D-Pro-D-Val-NH2), [H][H] (hydrogen), CC(=O)O (AcOH), O (water). The reagents and catalysts are [Pd] (Pd/C). The solvent is CCO (EtOH). Run at temperature 50 celsius, time 1 hour. The product is N([C@H](CCCCN)C(=O)N1[C@@H](C(=O)N[C@H](C(C)C)C(=O)N)CCC1)C(=O)C (Ac-D-Lys-D-Pro-D-Val-NH2), acetate salt. Isolated yield 85.4%. As a reaction SMILES: [NH:1]([C:35]([CH3:37])=[O:36])[C@@H:2]([C:18]([N:20]1[CH2:34][CH2:33][CH2:32][C@@H:21]1[C:22]([NH:24][C@@H:25]([C:29]([NH2:31])=[O:30])[CH:26]([CH3:28])[CH3:27])=[O:23])=[O:19])[CH2:3][CH2:4][CH2:5][CH2:6][NH:7]C(OCC1C=CC=CC=1)=O.CC(O)=O.O.[H][H]>CCO.[Pd]>[NH:1]([C:35]([CH3:37])=[O:36])[C@@H:2]([C:18]([N:20]1[CH2:34][CH2:33][CH2:32][C@@H:21]1[C:22]([NH:24][C@@H:25]([C:29]([NH2:31])=[O:30])[CH:26]([CH3:28])[CH3:27])=[O:23])=[O:19])[CH2:3][CH2:4][CH2:5][CH2:6][NH2:7]. Procedure: 107 g of Ac-D-Lys(Z)-D-Pro-D-Val-NH2 are dissolved in 535 ml of EtOH, added with 214 ml of AcOH and of 21.4 g of Pd/C at 10% at 50% water. The hydrogenation is conducted at 20° C., under a 1 bar hydrogen pressure for 16 hours. The reaction completion is CCM controlled. The catalyst is filtered and the filtrate is vacuum concentrated until refusal. The residue is recovered with 107 ml of EtOH, added with 430 ml of iPrOH and the blend is heated at 50° C., then added dropwise at 50° C. with 1500 ml... Starting materials: CNC1CCN(C(=O)OC(C)(C)C)C1, CCSC1=NC(=O)C(=Cc2ccc3c(cnn3Cc3ccc(C(F)(F)F)cc3C(F)(F)F)c2)S1. Yields the product CN(C1=NC(=O)C(=Cc2ccc3c(cnn3Cc3ccc(C(F)(F)F)cc3C(F)(F)F)c2)S1)C1CCN(C(=O)OC(C)(C)C)C1. As a reaction SMILES: [C:35]([CH3:36])([CH3:37])([CH3:38])[O:39][C:40](=[O:41])[N:42]1[CH2:43][CH:44]([NH:47][CH3:48])[CH2:45][CH2:46]1.[F:1][C:2]([c:3]1[c:4]([CH2:5][n:6]2[n:7][cH:8][c:9]3[cH:10][c:11]([CH:15]=[C:16]4[C:17](=[O:24])[N:18]=[C:19]([S:21][CH2:22][CH3:23])[S:20]4)[cH:12][cH:13][c:14]23)[cH:25][cH:26][c:27]([C:29]([F:30])([F:31])[F:32])[cH:28]1)([F:33])[F:34]>>[F:1][C:2]([c:3]1[c:4]([CH2:5][n:6]2[n:7][cH:8][c:9]3[cH:10][c:11]([CH:15]=[C:16]4[C:17](=[O:24])[N:18]=[C:19]([N:47]([CH:44]5[CH2:43][N:42]([C:40]([O:39][C:35]([CH3:36])([CH3:37])[CH3:38])=[O:41])[CH2:46][CH2:45]5)[CH3:48])[S:20]4)[cH:12][cH:13][c:14]23)[cH:25][cH:26][c:27]([C:29]([F:30])([F:31])[F:32])[cH:28]1)([F:33])[F:34]. The reactants are Cc1ccccc1, Nc1cccnc1Nc1ccccc1C(=O)c1cccc(Cl)c1, Cc1ccc(S(=O)(=O)O)cc1. The product is Clc1cccc(C2=Nc3cccnc3Nc3ccccc32)c1. Reaction SMILES: [CH3:35][c:36]1[cH:37][cH:38][cH:39][cH:40][cH:41]1.[NH2:1][c:2]1[c:3]([NH:8][c:9]2[c:10]([C:15](=[O:16])[c:17]3[cH:18][c:19]([Cl:23])[cH:20][cH:21][cH:22]3)[cH:11][cH:12][cH:13][cH:14]2)[n:4][cH:5][cH:6][cH:7]1.[c:24]1([CH3:25])[cH:26][cH:27][c:28]([S:29]([OH:30])(=[O:31])=[O:32])[cH:33][cH:34]1>>[N:1]1=[C:15]([c:17]2[cH:18][c:19]([Cl:23])[cH:20][cH:21][cH:22]2)[c:10]2[c:9]([cH:14][cH:13][cH:12][cH:11]2)[NH:8][c:3]2[c:2]1[cH:7][cH:6][cH:5][n:4]2. The reactants are COc1cc2c(c3c1OC(C)(C)C3)C(c1cccc(Br)c1)=NC(C)(C)C2, CCOC(=O)c1ccc(B2OC(C)(C)C(C)(C)O2)cc1, COCCOC, CCO, [Na+], [Na+], O=C([O-])[O-], O. Product: CCOC(=O)c1ccc(-c2cccc(C3=NC(C)(C)Cc4cc(OC)c5c(c43)CC(C)(C)O5)c2)cc1. As a reaction SMILES: [Br:1][c:2]1[cH:3][c:4]([C:8]2=[N:9][C:10]([CH3:25])([CH3:26])[CH2:11][c:12]3[cH:13][c:14]([O:23][CH3:24])[c:15]4[c:16]([c:17]32)[CH2:18][C:19]([CH3:21])([CH3:22])[O:20]4)[cH:5][cH:6][cH:7]1.[CH2:27]([CH3:28])[O:29][C:30]([c:31]1[cH:32][cH:33][c:34]([B:37]2[O:38][C:39]([CH3:40])([CH3:41])[C:42]([CH3:43])([CH3:44])[O:45]2)[cH:35][cH:36]1)=[O:46].[CH3:53][O:54][CH2:55][CH2:56][O:57][CH3:58].[CH3:59][CH2:60][OH:61].[Na+:47].[Na+:48].[O-:49][C:50](=[O:51])[O-:52].[OH2:62]>>[c:2]1(-[c:34]2[cH:33][cH:32][c:31]([C:30]([O:29][CH2:27][CH3:28])=[O:46])[cH:36][cH:35]2)[cH:3][c:4]([C:8]2=[N:9][C:10]([CH3:25])([CH3:26])[CH2:11][c:12]3[cH:13][c:14]([O:23][CH3:24])[c:15]4[c:16]([c:17]32)[CH2:18][C:19]([CH3:21])([CH3:22])[O:20]4)[cH:5][cH:6][cH:7]1.